This data is from the Open Reaction Database (ORD), a public repository of structured organic reaction records. The task is: describe an organic reaction: reactants, conditions, products, and yield The reactants are COC1=CC(=NC2=C(C3=C(C=C12)C(C=C(O3)C(=O)O)=O)CCC)C(=O)O (6-Methoxy-4-oxo-10-propyl-4H-pyrano[3,2-g]quinoline-2,8-dicarboxylic acid), C([O-])(O)=O.[Na+] (sodium bicarbonate). The solvent is O (water). Product: COC1=CC(=NC2=C(C3=C(C=C12)C(C=C(O3)C(=O)[O-])=O)CCC)C(=O)[O-].[Na+].[Na+] (Disodium 6-methoxy-4-oxo-10-propyl-4H-pyrano[3,2-g]quinoline-2,8-dicarboxylate). Yield: 92.8%. Reaction SMILES: [CH3:1][O:2][C:3]1[C:12]2[C:7](=[C:8]([CH2:21][CH2:22][CH3:23])[C:9]3[O:16][C:15]([C:17]([OH:19])=[O:18])=[CH:14][C:13](=[O:20])[C:10]=3[CH:11]=2)[N:6]=[C:5]([C:24]([OH:26])=[O:25])[CH:4]=1.C(=O)(O)[O-].[Na+:31]>O>[CH3:1][O:2][C:3]1[C:12]2[C:7](=[C:8]([CH2:21][CH2:22][CH3:23])[C:9]3[O:16][C:15]([C:17]([O-:19])=[O:18])=[CH:14][C:13](=[O:20])[C:10]=3[CH:11]=2)[N:6]=[C:5]([C:24]([O-:26])=[O:25])[CH:4]=1.[Na+:31].[Na+:31] |f:1.2,4.5.6|. Procedure details: The product of step (b) (0.408 g) was dissolved in water (80 mls) containing sodium bicarbonate (0.192 g). The solution was filtered, and the filtrate freeze dried to give 0.425 g of the title product. Reactants: O[C@H](C)[C@@H]1[C@@H]2N([C@H](C([C@@H]2C)=O)C(=O)OCC2=CC=C(C=C2)[N+](=O)[O-])C1=O (4-nitrobenzyl (1R,3R,5R,6S)-6-((1R)-1-hydroxyethyl)-1-methyl-2-oxo-1-carbapenam-3-carboxylate), N1=C(C=CC=C1)SC=1N=CN2C1SC(=C2)[Sn](CCCC)(CCCC)CCCC (7-(pyridin-2-yl)thio-2-(tri-n-butylstannyl)imidazo[5,1-b]thiazole). Yields the product O[C@H](C)[C@@H]1[C@@H]2N(C(=C([C@@H]2C)C2=CN3C(S2)=C(N=C3)SC3=NC=CC=C3)C(=O)OCC3=CC=C(C=C3)[N+](=O)[O-])C1=O (4-nitrobenzyl (1S,5R,6S)-6-((1R)-1-hydroxyethyl)-1-methyl-2-[7-(pyridin-2-yl)thioimidazo[5,1-b]thiazol-2-yl]-1-carbapen-2-em-3-carboxylate). Isolated yield 12.2%. RXN SMILES: [OH:1][C@@H:2]([C@H:4]1[C:25](=[O:26])[N:6]2[C@@H:7]([C:12]([O:14][CH2:15][C:16]3[CH:21]=[CH:20][C:19]([N+:22]([O-:24])=[O:23])=[CH:18][CH:17]=3)=[O:13])[C:8](=O)[C@H:9]([CH3:10])[C@H:5]12)[CH3:3].[N:27]1[CH:32]=[CH:31][CH:30]=[CH:29][C:28]=1[S:33][C:34]1[N:35]=[CH:36][N:37]2[CH:41]=[C:40]([Sn](CCCC)(CCCC)CCCC)[S:39][C:38]=12>>[OH:1][C@@H:2]([C@H:4]1[C:25](=[O:26])[N:6]2[C:7]([C:12]([O:14][CH2:15][C:16]3[CH:21]=[CH:20][C:19]([N+:22]([O-:24])=[O:23])=[CH:18][CH:17]=3)=[O:13])=[C:8]([C:40]3[S:39][C:38]4=[C:34]([S:33][C:28]5[CH:29]=[CH:30][CH:31]=[CH:32][N:27]=5)[N:35]=[CH:36][N:37]4[CH:41]=3)[C@H:9]([CH3:10])[C@H:5]12)[CH3:3]. Reported procedure: The procedure of Example 1a) was repeated, except that 576 mg of 4-nitrobenzyl (1R,3R,5R,6S)-6-((1R)-1-hydroxyethyl)-1-methyl-2-oxo-1-carbapenam-3-carboxylate and 872 mg of 7-(pyridin-2-yl)thio-2-(tri-n-butylstannyl)imidazo[5,1-b]thiazole were used as the starting compounds. Thus, 112 mg of 4-nitrobenzyl (1S,5R,6S)-6-((1R)-1-hydroxyethyl)-1-methyl-2-[7-(pyridin-2-yl)thioimidazo[5,1-b]thiazol-2-yl]-1-carbapen-2-em-3-carboxylate was prepared. The reactants are Nc1nc2cc(Br)cnc2s1, CCN=C=O, C1COCCO1. Yields the product CCNC(=O)Nc1nc2cc(Br)cnc2s1. RXN SMILES: [Br:1][c:2]1[cH:3][c:4]2[c:5]([n:6][cH:7]1)[s:8][c:9]([NH2:11])[n:10]2.[CH2:12]([CH3:13])[N:14]=[C:15]=[O:16].[CH2:17]1[O:18][CH2:19][CH2:20][O:21][CH2:22]1>>[Br:1][c:2]1[cH:3][c:4]2[c:5]([n:6][cH:7]1)[s:8][c:9]([NH:11][C:15]([NH:14][CH2:12][CH3:13])=[O:16])[n:10]2. The reactants are CN(C(OC(C)(C)C)=O)CCCN(C1=CC(=CC=2C=COC21)NS(=O)(=O)C2=CC=CC=C2)C (tert-Butyl methyl[3-(methyl{5-[(phenylsulfonyl)amino]-1-benzofuran-7-yl}amino)propyl]carbamate), N1(CCCCC1)C1=CC(=CC=2C=COC21)N (7-piperidin-1-yl-1-benzofuran-5-amine), N1(CCCCC1)C1=CC(=CC=2C=COC21)N (7-piperidin-1-yl-1-benzofuran-5-amine). Product: N1(CCCCC1)C1=CC(=CC=2C=COC21)NS(=O)(=O)C2=CC=CC=C2 (N-(7-Piperidin-1-yl-1-benzofuran-5-yl)benzenesulfonamide). Reaction SMILES: CN(C[CH2:11][CH2:12][N:13]([CH3:33])[C:14]1[C:22]2[O:21][CH:20]=[CH:19][C:18]=2[CH:17]=[C:16]([NH:23][S:24]([C:27]2[CH:32]=[CH:31][CH:30]=[CH:29][CH:28]=2)(=[O:26])=[O:25])[CH:15]=1)C(=O)OC(C)(C)C.N1(C2C3OC=CC=3C=C(N)C=2)CCC[CH2:36][CH2:35]1>>[N:13]1([C:14]2[C:22]3[O:21][CH:20]=[CH:19][C:18]=3[CH:17]=[C:16]([NH:23][S:24]([C:27]3[CH:28]=[CH:29][CH:30]=[CH:31][CH:32]=3)(=[O:26])=[O:25])[CH:15]=2)[CH2:12][CH2:11][CH2:36][CH2:35][CH2:33]1. Procedure details: The synthesis was performed according to the procedure of Intermediate 3 starting from 7-piperidin-1-yl-1-benzofuran-5-amine (Intermediate 6). Yield: 70 mg (39%). 1H NMR (400 MHz, CDCl3) δ ppm 1.57-1.62 (m, 2H), 1.70-1.78 (m, 4H), 3.16 (t, 4H), 6.39 (br s, 1H), 6.41 (d, 1H), 6.63 (d, 1H), 6.83 (d, 1H), 7.37-7.43 (m, 2H), 7.49-7.54 (m, 1H), 7.57 (d, 1H), 7.68-7.72 (m, 2H); MS (ESI+) for C19H20N2O3S m/z 357 (M+H)+; HPLC 97% (System A). Yields the product C(CCC)OC=1C=C2CCN(C(C2=CC1)=O)C1=CC=C(C=C1)N1CC2(OCCO2)CC1 (6-Butoxy-2-[4-(1,4-dioxa-7-azaspiro[4.4]non-7-yl)phenyl]-3,4-dihydro-2H-isoquinolin-1-one). The reactants are O1CCOC12CN(CC2)C2=CC=C(C=C2)N (4-(1,4-Dioxa-7-azaspiro[4.4]non-7-yl)phenylamine), C(CCC)OC1=CC(=C(C(=O)Cl)C=C1)CCCl (4-butoxy-2-(2-chloroethyl)benzoyl chloride). Procedure: 4-(1,4-Dioxa-7-azaspiro[4.4]non-7-yl)phenylamine was reacted with 4-butoxy-2-(2-chloroethyl)benzoyl chloride by method A. The product with the molecular weight of 438.57 (C26H34N2O4) was obtained in this way; MS (ESI): 439 (M+H+). Reaction SMILES: [O:1]1[C:5]2([CH2:9][CH2:8][N:7]([C:10]3[CH:15]=[CH:14][C:13]([NH2:16])=[CH:12][CH:11]=3)[CH2:6]2)[O:4][CH2:3][CH2:2]1.[CH2:17]([O:21][C:22]1[CH:30]=[CH:29][C:25]([C:26](Cl)=[O:27])=[C:24]([CH2:31][CH2:32]Cl)[CH:23]=1)[CH2:18][CH2:19][CH3:20]>>[CH2:17]([O:21][C:22]1[CH:23]=[C:24]2[C:25](=[CH:29][CH:30]=1)[C:26](=[O:27])[N:16]([C:13]1[CH:14]=[CH:15][C:10]([N:7]3[CH2:8][CH2:9][C:5]4([O:4][CH2:3][CH2:2][O:1]4)[CH2:6]3)=[CH:11][CH:12]=1)[CH2:32][CH2:31]2)[CH2:18][CH2:19][CH3:20]. The reactants are [OH-].[Na+] (sodium hydroxide), C(CC)C(C#C)(CCC)N (1,1-Dipropylprop-2-ynylamine), diethyl acetal, BrCC=O (2-bromoacetaldehyde). Run in CO (methanol). Conditions: time 6 hour. The product is diethyl acetal, C(CC)C(C#C)(CCC)NCC=O (2-(1,1-dipropylprop-2-ynylamino)acetaldehyde). RXN SMILES: [CH2:1]([C:4]([NH2:10])([CH2:7][CH2:8][CH3:9])[C:5]#[CH:6])[CH2:2][CH3:3].Br[CH2:12][CH:13]=[O:14].[OH-].[Na+]>CO>[CH2:1]([C:4]([NH:10][CH2:12][CH:13]=[O:14])([CH2:7][CH2:8][CH3:9])[C:5]#[CH:6])[CH2:2][CH3:3] |f:2.3|. Procedure details: 1,1-Dipropylprop-2-ynylamine (1.6 mole), the diethyl acetal of 2-bromoacetaldehyde (1.0 mole) and methanol (100 ml) are charged into a glass reaction vessel equipped with a mechanical stirrer, thermometer and reflux condenser. The reaction mixture is heated at reflux with stirring for a period of about 6 hours. After this time the reaction mixture is cooled to room temperature and sodium hydroxide (20 grams) is added. The reaction mixture is then stirred for an additional period of about 16 hour... The reactants are three, COC(C1=C(C(=C(C(=C1)F)F)F)F)=O (2,3,4,5-tetrafluorobenzoic acid methyl ester), S(O)(O)(=O)=O (sulfuric acid). The solvent is O (water). Yields the product FC1=C(C(=O)O)C=C(C(=C1F)F)F (2,3,4,5-tetrafluorobenzoic acid). Isolated yield 91.8%. RXN SMILES: C[O:2][C:3](=[O:14])[C:4]1[CH:9]=[C:8]([F:10])[C:7]([F:11])=[C:6]([F:12])[C:5]=1[F:13].S(=O)(=O)(O)O>O>[F:13][C:5]1[C:6]([F:12])=[C:7]([F:11])[C:8]([F:10])=[CH:9][C:4]=1[C:3]([OH:14])=[O:2]. Procedure details: Into a 300 ml three necked flask, 20 g (0.096 mol) of the 2,3,4,5-tetrafluorobenzoic acid-methyl ester prepared in Example 15 and 40 g of 70 wt % sulfuric acid were charged, and the mixture was reacted for 10 hours at 140° C. with stirring. Then, 100 ml of water was added to the reaction solution, and the mixture was left to cool. Then, the mixture was extracted with hot toluene. Then, the solvent was distilled off to obtain 17.1 g of 2,3,4,5-tetrafluorobenzoic acid. The yield was 92%. Reactants: CC(O)c1ccccc1, CC[Zn]CC, CC(NCCNC(C)c1ccccc1)c1ccccc1. RXN SMILES: [CH3:21][CH:22]([OH:23])[c:24]1[cH:25][cH:26][cH:27][cH:28][cH:29]1.[CH3:30][CH2:31][Zn:32][CH2:33][CH3:34].[c:1]1([CH:2]([NH:3][CH2:4][CH2:5][NH:6][CH:7]([c:8]2[cH:9][cH:10][cH:11][cH:12][cH:13]2)[CH3:14])[CH3:15])[cH:16][cH:17][cH:18][cH:19][cH:20]1>>[CH3:21][C:22](=[O:23])[c:24]1[cH:25][cH:26][cH:27][cH:28][cH:29]1. Product: CC(=O)c1ccccc1.